Task: describe an organic reaction: reactants, conditions, products, and yield. Dataset: the Open Reaction Database (ORD), a public repository of structured organic reaction records Reactants: FC1=C(C=C2C=CNC2=C1)C(=O)O (6-fluoro-1H-indole-5-carboxylic acid), II (iodine), [OH-].[K+] (potassium hydroxide), ice water, S(=O)(O)[O-].[Na+] (sodium hydrogensulfite), Cl (HCl). Run in CN(C)C=O (DMF). Run at time 20 minute. The product is FC1=C(C=C2C(=CNC2=C1)I)C(=O)O (6-fluoro-3-iodo-1H-indole-5-carboxylic acid). Isolated yield 91.9%. Reaction SMILES: [F:1][C:2]1[CH:10]=[C:9]2[C:5]([CH:6]=[CH:7][NH:8]2)=[CH:4][C:3]=1[C:11]([OH:13])=[O:12].[I:14]I.[OH-].[K+].S([O-])(O)=O.[Na+].Cl>CN(C=O)C>[F:1][C:2]1[CH:10]=[C:9]2[C:5]([C:6]([I:14])=[CH:7][NH:8]2)=[CH:4][C:3]=1[C:11]([OH:13])=[O:12] |f:2.3,4.5|. Procedure details: To a solution of 6-fluoro-1H-indole-5-carboxylic acid (2.32 g, 12.95 mmol) in DMF (15 mL) was added iodine (3.45 g, 13.60 mmol) and potassium hydroxide (1.60 g, 28.5 mmol). After stirring 20 min at RT, the reaction mixture was poured into ice water (40 mL) containing sodium hydrogensulfite (1.35 g, 12.95 mmol). The reaction mixture was stirred for 5 min, treated with 2 N HCl to adjust the pH to about pH=6 and filtered. The resulting orange solid was washed with water (2×25 mL) and transferred to...